This data is from the Open Reaction Database (ORD), a public repository of structured organic reaction records. The task is: describe an organic reaction: reactants, conditions, products, and yield Starting materials: CN1N=C(C(=C1N)C1=CCC(CC1)C)C (1,3-dimethyl-4-(4-methyl-1-cyclohexen-1-yl)-5-(1H)-pyrazolamine), C(C)(=O)OC(C)=O (acetic acid anhydride). Run in C(=O)O (formic acid). Reaction conditions: time 2 hour. The product is CN1N=C(C(=C1NC=O)C1=CCC(CC1)C)C (N-[1,3-dimethyl-4-(4-methyl-1-cyclohexen-1-yl)-1H-pyrazol-5-yl]formamide). RXN SMILES: [CH3:1][N:2]1[C:6]([NH2:7])=[C:5]([C:8]2[CH2:13][CH2:12][CH:11]([CH3:14])[CH2:10][CH:9]=2)[C:4]([CH3:15])=[N:3]1.[C:16](OC(=O)C)(=[O:18])C>C(O)=O>[CH3:1][N:2]1[C:6]([NH:7][CH:16]=[O:18])=[C:5]([C:8]2[CH2:13][CH2:12][CH:11]([CH3:14])[CH2:10][CH:9]=2)[C:4]([CH3:15])=[N:3]1. Procedure details: To a suspension of 1,3-dimethyl-4-(4-methyl-1-cyclohexen-1-yl)-5-(1H)-pyrazolamine (24.5 g; 0.119 mole) in 99% formic acid (245 ml), acetic acid anhydride (64.14 g, 0.628 mole) is added at a temperature of about 20° C. Then the mixture is heated to 80°-90° C. and kept at this temperature for about 2 hours. After distillation of the solvent under vacuum, the residue is taken up with water and the pH is adjusted to about 8 with aqueous sodium carbonate. The solution is extracted with methylene chl... The reactants are O=C([O-])[O-], CCI, CN(C)C=O, Cc1oc(-c2ccc(Cl)cc2)cc1C(=O)O, [K+], [K+], O. Yields the product CCOC(=O)c1cc(-c2ccc(Cl)cc2)oc1C. RXN SMILES: [C:17](=[O:18])([O-:19])[O-:20].[CH2:23]([CH3:24])[I:25].[CH3:27][N:28]([CH3:29])[CH:30]=[O:31].[Cl:1][c:2]1[cH:3][cH:4][c:5](-[c:8]2[cH:9][c:10]([C:14](=[O:15])[OH:16])[c:11]([CH3:13])[o:12]2)[cH:6][cH:7]1.[K+:21].[K+:22].[OH2:26]>>[Cl:1][c:2]1[cH:3][cH:4][c:5](-[c:8]2[cH:9][c:10]([C:14](=[O:15])[O:16][CH2:23][CH3:24])[c:11]([CH3:13])[o:12]2)[cH:6][cH:7]1. Starting materials: C(C)(C)(C)N1S(C(=C(C1=O)Cl)C1=CC=CC=C1)(=O)=O (2-tert-butyl-4-chloro-5-phenylisothiazol-3(2H)-one 1,1-dioxide), C1(=CC=CC=C1)CCN ((2-phenylethyl)amine). Run in CC#N (MeCN). Run at temperature 120 celsius. Yields the product C(C)(C)(C)N1S(C(=C(C1=O)NCCC1=CC=CC=C1)C1=CC=CC=C1)(=O)=O (2-tert-Butyl-5-phenyl-4-[(2-phenylethyl)amino]isothiazol-3(2H)-one 1,1-dioxide). Isolated yield 64.5%. Reaction SMILES: [C:1]([N:5]1[C:9](=[O:10])[C:8](Cl)=[C:7]([C:12]2[CH:17]=[CH:16][CH:15]=[CH:14][CH:13]=2)[S:6]1(=[O:19])=[O:18])([CH3:4])([CH3:3])[CH3:2].[C:20]1([CH2:26][CH2:27][NH2:28])[CH:25]=[CH:24][CH:23]=[CH:22][CH:21]=1>CC#N>[C:1]([N:5]1[C:9](=[O:10])[C:8]([NH:28][CH2:27][CH2:26][C:20]2[CH:25]=[CH:24][CH:23]=[CH:22][CH:21]=2)=[C:7]([C:12]2[CH:17]=[CH:16][CH:15]=[CH:14][CH:13]=2)[S:6]1(=[O:19])=[O:18])([CH3:4])([CH3:3])[CH3:2]. Procedure details: A mixture of 2-tert-butyl-4-chloro-5-phenylisothiazol-3(2H)-one 1,1-dioxide (0.150 g, 0.500 mmol) and (2-phenylethyl)amine (0.121 g, 1.001 mmol) in MeCN (2 ml) was heated in a the microwave reactor at 120° C. for 15 nm ins. The reaction mixture was evaporated and the residue was purified by silica gel column chromatography (Horizons Biotage) using 15-20% EtOAc in petroleum ether 40-60° C. to give the title compound (0.124 g, 65%). 1H NMR (500 MHz CDCl3): δ 7.58-7.51 (m, 2H), 7.51-7.45 (m, 3H), 7...